Dataset: the Open Reaction Database (ORD), a public repository of structured organic reaction records. Task: describe an organic reaction: reactants, conditions, products, and yield The reactants are ClC1=CC=C(C=C1)S(=O)(=O)C(C1=CC(=NC=C1F)CCC(=O)OC)C1=C(C=CC(=C1)F)F (methyl 3-[4-[(4-chlorophenylsulfonyl)(2,5-difluorophenyl)methyl]-5-fluoropyridin-2-yl]propionate), Cl (hydrochloric acid), [OH-].[Na+] (sodium hydroxide). The solvent is CO (methanol), O1CCCC1 (tetrahydrofuran). Reaction conditions: time 10 minute. Product: ClC1=CC=C(C=C1)S(=O)(=O)C(C1=CC(=NC=C1F)CCC(=O)O)C1=C(C=CC(=C1)F)F (3-[4-[(4-Chlorophenylsulfonyl)(2,5-difluorophenyl)methyl]-5-fluoropyridin-2-yl]propionic acid). The yield is 100.0%. As a reaction SMILES: [Cl:1][C:2]1[CH:7]=[CH:6][C:5]([S:8]([CH:11]([C:25]2[CH:30]=[C:29]([F:31])[CH:28]=[CH:27][C:26]=2[F:32])[C:12]2[C:17]([F:18])=[CH:16][N:15]=[C:14]([CH2:19][CH2:20][C:21]([O:23]C)=[O:22])[CH:13]=2)(=[O:10])=[O:9])=[CH:4][CH:3]=1.[OH-].[Na+].Cl>CO.O1CCCC1>[Cl:1][C:2]1[CH:7]=[CH:6][C:5]([S:8]([CH:11]([C:25]2[CH:30]=[C:29]([F:31])[CH:28]=[CH:27][C:26]=2[F:32])[C:12]2[C:17]([F:18])=[CH:16][N:15]=[C:14]([CH2:19][CH2:20][C:21]([OH:23])=[O:22])[CH:13]=2)(=[O:10])=[O:9])=[CH:4][CH:3]=1 |f:1.2|. Procedure: To a solution of methyl 3-[4-[(4-chlorophenylsulfonyl)(2,5-difluorophenyl)methyl]-5-fluoropyridin-2-yl]propionate (150 mg, 0.310 mmol) in a mixture of methanol (2 ml) and tetrahydrofuran (2 ml) was added a 1N aqueous sodium hydroxide solution. The resulting mixture was stirred at room temperature for 10 minutes. The reaction mixture was made weakly acidic by the addition of 1N hydrochloric acid, followed by extraction with dichloromethane. The organic layer was dried over magnesium sulfate and c... Starting materials: C(C)OC(CCC(=O)C1=C(C=C(C=C1)Br)OC)=O (4-(4-bromo-2-methoxy-phenyl)-4-oxo-butyric acid ethyl ester), C(C)OC(CCC(=O)C1=C(C=C(C=C1)Br)OC)=O (4-(4-bromo-2-methoxy-phenyl)-4-oxo-butyric acid ethyl ester), FC(C(=O)O)(F)F (trifluoroacetic acid), C(C)[SiH](CC)CC (triethylsilane), C([O-])(O)=O.[Na+] (sodium bicarbonate). Run in C(C)(=O)OCC (ethyl acetate), CCCCCC (hexane), O (water). Conditions: temperature 55 celsius. Yields the product C(C)OC(CCCC1=C(C=C(C=C1)Br)OC)=O (4-(4-Bromo-2-methoxy-phenyl)-butyric acid ethyl ester). Yield: 52.5%. Reaction SMILES: [CH2:1]([O:3][C:4](=[O:18])[CH2:5][CH2:6][C:7]([C:9]1[CH:14]=[CH:13][C:12]([Br:15])=[CH:11][C:10]=1[O:16][CH3:17])=O)[CH3:2].FC(F)(F)C(O)=O.C([SiH](CC)CC)C.C(=O)(O)[O-].[Na+]>O.CCCCCC.C(OCC)(=O)C>[CH2:1]([O:3][C:4](=[O:18])[CH2:5][CH2:6][CH2:7][C:9]1[CH:14]=[CH:13][C:12]([Br:15])=[CH:11][C:10]=1[O:16][CH3:17])[CH3:2] |f:3.4|. Procedure: A solution of 4-(4-bromo-2-methoxy-phenyl)-4-oxo-butyric acid ethyl ester (Intermediate 60, 14.73 g, 46.8 mmol) in trifluoroacetic acid (72 mL, 935 mmol) was treated with triethylsilane (30 mL, 187 mmol) and the resulting reaction mixture was heated at 55° C. for 4 h. The reaction mixture was then cooled to ambient temperature, neutralized with solid sodium bicarbonate, diluted with water and extracted with diethyl ether. The organic phase was washed with water and brine, dried over anhydrous ma... The solvent is O (water), CO (methanol). Yield: 8.4%. Procedure details: A solution of sodium hydroxide (4.5 g) in water (10 ml) was added to a stirred solution of 5-bromo-2-methyl-furan-3-carboxylic acid methyl ester (5 g, 233 mmoles) in methanol (70 ml) and the mixture was stirred at room temperature for 16 hours. The solvent was evaporated and the residue was diluted with water (10 ml) and acidified to pH2 with 1M aqueous hydrochloric acid. The precipitate was collected, washed with water, dried at 40° C. to afford 5-Bromo-2-methyl-furan-3-carboxylic acid (14)(4 g... Yields the product BrC1=CC(=C(O1)C)C(=O)O (5-Bromo-2-methyl-furan-3-carboxylic acid). Conditions: time 16 hour. The reactants are [OH-].[Na+] (sodium hydroxide), COC(=O)C1=C(OC(=C1)Br)C (5-bromo-2-methyl-furan-3-carboxylic acid methyl ester). As a reaction SMILES: [OH-].[Na+].C[O:4][C:5]([C:7]1[CH:11]=[C:10]([Br:12])[O:9][C:8]=1[CH3:13])=[O:6]>O.CO>[Br:12][C:10]1[O:9][C:8]([CH3:13])=[C:7]([C:5]([OH:6])=[O:4])[CH:11]=1 |f:0.1|. The reactants are S(=O)(=O)(OC)OC (dimethyl sulfate), C(CCC)[Li] (n-butyl lithium), CCCCCC (hexane), CC1(OCC(O1)C)NC1=C(C=CC=C1)C (2,4-dimethyl-2-(2-methylanilino)dioxolane). Solvent: O1CCCC1 (tetrahydrofuran), O (water). Reaction conditions: temperature -60 celsius, time 15 hour. Yields the product CC1(OCC(O1)C)N(C1=C(C=CC=C1)C)C (2,4-Dimethyl-2-(2-methyl-N-methylanilino)dioxolane). RXN SMILES: [CH3:1][C:2]1([NH:8][C:9]2[CH:14]=[CH:13][CH:12]=[CH:11][C:10]=2[CH3:15])[O:6][CH:5]([CH3:7])[CH2:4][O:3]1.[CH2:16]([Li])CCC.CCCCCC.S(OC)(OC)(=O)=O>O1CCCC1.O>[CH3:1][C:2]1([N:8]([CH3:16])[C:9]2[CH:14]=[CH:13][CH:12]=[CH:11][C:10]=2[CH3:15])[O:6][CH:5]([CH3:7])[CH2:4][O:3]1. Procedure: 10.0 g (0.048 mole) of 2,4-dimethyl-2-(2-methylanilino)dioxolane was dissolved in about 150 ml of tetrahydrofuran and then cooled to -60° C. 30.15 ml of 1.6 molar n-butyl lithium in hexane (0.048 mole of n-butyl lithium) was added and the temperature of the mixture allowed to raise to 0° C. 4.6 ml (0.048 mole) of dimethyl sulfate was added dropwise at about 0°-10° C. The temperature of the mixture was allowed to raise to 25° C., then refluxed for 3 hours and then stirred overnight (about 15 hour... Starting materials: O (Water), BrC(C)C (2-bromopropane), C([O-])([O-])=O.[K+].[K+] (potassium carbonate), C(C)OC1=C(C=CC=C1)C(CCC=1N=C(OC1)C1=CC(=C(C=C1)OC)O)=O (1-(2-ethoxyphenyl)-3-[2-(3-hydroxy-4-methoxyphenyl)oxazol-4-yl]propan-1-one). Solvent: C(C)(=O)OCC (ethyl acetate), CN(C=O)C (dimethylformamide). Reaction conditions: time 8 hour. Yields the product C(C)OC1=C(C=CC=C1)C(CCC=1N=C(OC1)C1=CC(=C(C=C1)OC)OC(C)C)=O (1-(2-ethoxyphenyl)-3-[2-(3-isopropoxy-4-methoxyphenyl)oxazol-4-yl]propan-1-one). RXN SMILES: [CH2:1]([O:3][C:4]1[CH:9]=[CH:8][CH:7]=[CH:6][C:5]=1[C:10](=[O:27])[CH2:11][CH2:12][C:13]1[N:14]=[C:15]([C:18]2[CH:23]=[CH:22][C:21]([O:24][CH3:25])=[C:20]([OH:26])[CH:19]=2)[O:16][CH:17]=1)[CH3:2].Br[CH:29]([CH3:31])[CH3:30].C(=O)([O-])[O-].[K+].[K+].O>CN(C)C=O.C(OCC)(=O)C>[CH2:1]([O:3][C:4]1[CH:9]=[CH:8][CH:7]=[CH:6][C:5]=1[C:10](=[O:27])[CH2:11][CH2:12][C:13]1[N:14]=[C:15]([C:18]2[CH:23]=[CH:22][C:21]([O:24][CH3:25])=[C:20]([O:26][CH:29]([CH3:31])[CH3:30])[CH:19]=2)[O:16][CH:17]=1)[CH3:2] |f:2.3.4|. Procedure: A 5.0 g quantity of 1-(2-ethoxyphenyl)-3-[2-(3-hydroxy-4-methoxyphenyl)oxazol-4-yl]propan-1-one obtained in Example 101 was dissolved in 50 ml of dimethylformamide, 3.35 g of 2-bromopropane and 5.63 g of potassium carbonate were added thereto, and stirring was conducted overnight at room temperature. Water was added to the obtained mixture, ethyl acetate extraction was performed, followed by drying over anhydrous magnesium sulfate and distilling the solvent off. The residue was subjected to sili... Reaction SMILES: BrC1C=C[C:9]2[N:8]=[CH:7][C:6]3[N:12]([CH3:23])[C:13](=[O:22])[N:14]([C:15]4C(C)=NN(C)C=4)[C:5]=3[C:4]=2C=1.[Br:24]C1C=C([N+]([O-])=O)C(OC)=NC=1>>[Br:24][C:4]1[CH:5]=[C:6]2[N:12]([CH3:23])[C:13](=[O:22])[N:14]([CH3:15])[C:7]2=[N:8][CH:9]=1. Yields the product BrC=1C=C2C(=NC1)N(C(N2C)=O)C (6-Bromo-1,3-dimethyl-1,3-dihydro-imidazo[4,5-b]pyridin-2-one). The reactants are BrC1=CC=2C3=C(C=NC2C=C1)N(C(N3C=3C(=NN(C3)C)C)=O)C (8-bromo-1-(1,3-dimethyl-1H-pyrazol-4-yl)-3-methyl-1,3-dihydro-imidazo[4,5-c]quinolin-2-one), BrC=1C=C(C(=NC1)OC)[N+](=O)[O-] (5-bromo-2-methoxy-3-nitro-pyridine). Procedure details: The title compound was synthesized in a similar manner as described for Intermediate A using 5-bromo-2-methoxy-3-nitro-pyridine (Stage 67.1.3) to give the title compound as a violet solid. (HPLC: tR 2.63 min (Method A); M+H=242, 244 MS-ES). The reactants are η-butyl bromide, C([O-])([O-])=O.[K+].[K+] (potassium carbonate), COC(\C=C\C1=CC(OC)=C(O)C=C1)=O (ferulic acid methyl ester). Run in CC(CC)=O (2-butanone). Yields the product COC(\C=C\C1=CC(=C(C=C1)OCCCC)OC)=O ((E)-4-butyloxy-3-methoxycinnamic acid methyl ester). The yield is 183.5%. RXN SMILES: [CH3:1][O:2][C:3](=[O:15])/[CH:4]=[CH:5]/[C:6]1[CH:14]=[CH:13][C:11]([OH:12])=[C:8]([O:9][CH3:10])[CH:7]=1.C(=O)([O-])[O-].[K+].[K+]>CC(=O)CC>[CH3:1][O:2][C:3](=[O:15])/[CH:4]=[CH:5]/[C:6]1[CH:14]=[CH:13][C:11]([O:12][CH2:3][CH2:4][CH2:5][CH3:6])=[C:8]([O:9][CH3:10])[CH:7]=1 |f:1.2.3|. Procedure: 4.16 g (20.0 mmol) ferulic acid methyl ester was dissolved in 115 ml 2-butanone. 2.09 ml (22.0 mmol) η-butyl bromide and 11.06 g (80 mmol) potassium carbonate were added. The reaction suspension was then heated at reflux temperature for 20 hours. The reaction mixture was filtered. The filtrate was concentrated by evaporation. The crude product was recrystallised from 42 ml isopropyl alcohol and yielded 4.85 g (92%) (E)-4-butyloxy-3-methoxycinnamic acid methyl ester as white crystals. Starting materials: C, CC(c1c[nH]c2cccc(OCc3ccccc3)c12)C1OC(N(C)C)=NC1=O, CCO, C1CCOC1, [Pd]. The product is CC(c1c[nH]c2cccc(O)c12)C1OC(N(C)C)=NC1=O. As a reaction SMILES: [C:37].[CH2:1]([c:2]1[cH:3][cH:4][cH:5][cH:6][cH:7]1)[O:8][c:9]1[c:10]2[c:11]([CH:18]([CH3:19])[CH:20]3[C:21](=[O:28])[N:22]=[C:23]([N:25]([CH3:26])[CH3:27])[O:24]3)[cH:12][nH:13][c:14]2[cH:15][cH:16][cH:17]1.[CH3:29][CH2:30][OH:31].[O:32]1[CH2:33][CH2:34][CH2:35][CH2:36]1.[Pd:38]>>[OH:8][c:9]1[c:10]2[c:11]([CH:18]([CH3:19])[CH:20]3[C:21](=[O:28])[N:22]=[C:23]([N:25]([CH3:26])[CH3:27])[O:24]3)[cH:12][nH:13][c:14]2[cH:15][cH:16][cH:17]1. Isolated yield 82.6%. The reactants are O(C1=CC=CC=C1)C1=C(C=CC=C1)S(=O)(=O)N (2-phenoxyphenylsulfonamide), C(CCCCC)N=C=O (n-hexyl isocyanate), N12CCN(CC1)CC2 (1,4-diazabicyclo-[2,2,2]-octane), ClC(=O)OC(Cl)(Cl)Cl (trichloromethyl chloroformate). Reaction SMILES: [O:1]([C:8]1[CH:13]=[CH:12][CH:11]=[CH:10][C:9]=1[S:14]([NH2:17])(=[O:16])=[O:15])[C:2]1[CH:7]=[CH:6][CH:5]=[CH:4][CH:3]=1.C(N=[C:25]=[O:26])CCCCC.N12CCN(CC1)CC2.ClC(OC(Cl)(Cl)Cl)=O>C1(C)C(C)=CC=CC=1>[O:1]([C:8]1[CH:13]=[CH:12][CH:11]=[CH:10][C:9]=1[S:14]([N:17]=[C:25]=[O:26])(=[O:15])=[O:16])[C:2]1[CH:3]=[CH:4][CH:5]=[CH:6][CH:7]=1. Product: O(C1=CC=CC=C1)C1=C(C=CC=C1)S(=O)(=O)N=C=O (2-phenoxyphenylsulfonylisocyanate). Run in C=1(C(=CC=CC1)C)C (xylene), C=1(C(=CC=CC1)C)C (xylene). Procedure: 25.0 g of 2-phenoxyphenylsulfonamide, 14.0 g of n-hexyl isocyanate, a catalytic amount of 1,4-diazabicyclo-[2,2,2]-octane and 150 ml xylene were refluxed with stirring for an hour. Thereafter, the mixture was reacted with a solution of 11.9 g of trichloromethyl chloroformate in 30 ml of xylene in a manner similar to that of Example (1). At the end of the reaction, the xylene and n-hexyl isocyanate were distilled off, to obtain 22.8 g of 2-phenoxyphenylsulfonylisocyanate. B.p. 146°-150° C./0.7 mm...